This data is from the Open Reaction Database (ORD), a public repository of structured organic reaction records. The task is: describe an organic reaction: reactants, conditions, products, and yield The reactants are BrC1=C2C=CC=CC2=C(C=2C3=C(SC21)C=CC=C3)C=3C(=C(C(=CC3)F)O)F (3-(6-bromo-benzo[b]naphtho[2,3-d]thiophen-11-yl)-2,6 difluoro-phenol), O[C@H](C(=O)OC)CC1=CC=CC=C1 ((S)-2-hydroxy-3-phenylpropionic acid, methyl ester), C1(=CC=CC=C1)P(C1=CC=CC=C1)C1=CC=CC=C1 (triphenylphosphine), CCOC(=O)/N=N/C(=O)OCC (diethylazodicarboxylate). Run in C1=CC=CC=C1 (benzene), C(Cl)Cl (methylene chloride). Reaction conditions: time 14 hour. The product is BrC1=C2C=CC=CC2=C(C=2C3=C(SC21)C=CC=C3)C=3C(=C(O[C@@H](C(=O)OC)CC2=CC=CC=C2)C(=CC3)F)F ((R)-2-[3-(6-bromo-benzo[b]naphtho[2,3-d]thiophen-11-yl)-2,6-difluoro-phenoxy ]-3-phenyl-propionic acid, methyl ester). As a reaction SMILES: [Br:1][C:2]1[C:14]2[S:13][C:12]3[CH:15]=[CH:16][CH:17]=[CH:18][C:11]=3[C:10]=2[C:9]([C:19]2[C:20]([F:27])=[C:21]([OH:26])[C:22]([F:25])=[CH:23][CH:24]=2)=[C:8]2[C:3]=1[CH:4]=[CH:5][CH:6]=[CH:7]2.O[C@@H:29]([CH2:34][C:35]1[CH:40]=[CH:39][CH:38]=[CH:37][CH:36]=1)[C:30]([O:32][CH3:33])=[O:31].C1(P(C2C=CC=CC=2)C2C=CC=CC=2)C=CC=CC=1.CCOC(/N=N/C(OCC)=O)=O>C1C=CC=CC=1.C(Cl)Cl>[Br:1][C:2]1[C:14]2[S:13][C:12]3[CH:15]=[CH:16][CH:17]=[CH:18][C:11]=3[C:10]=2[C:9]([C:19]2[C:20]([F:27])=[C:21]([C:22]([F:25])=[CH:23][CH:24]=2)[O:26][C@H:29]([CH2:34][C:35]2[CH:40]=[CH:39][CH:38]=[CH:37][CH:36]=2)[C:30]([O:32][CH3:33])=[O:31])=[C:8]2[C:3]=1[CH:4]=[CH:5][CH:6]=[CH:7]2. Procedure details: To a solution of 3-(6-bromo-benzo[b]naphtho[2,3-d]thiophen-11-yl)-2,6 difluoro-phenol (0.700, 1.59 mmol), (S)-2-hydroxy-3-phenylpropionic acid, methyl ester (0.572g, 3.17mmol) and triphenylphosphine (0.831g, 3.17 mmol) in dry benzene (10 mL) was added diethylazodicarboxylate (0.50 mL, 3.17 mmol) dropwise at room temperature under a dry nitrogen atmosphere. The reaction mixture was sealed in a pressure bottle and immersed in a pre-heated oil bath at 105° C. and heated for 2.5 hours. After stirrin...